Dataset: the Open Reaction Database (ORD), a public repository of structured organic reaction records. Task: describe an organic reaction: reactants, conditions, products, and yield Reactants: O (water), C(C)(C)(C)[Si](OC1=CC=CC=2C=C(OC21)CCl)(C)C (tert-Butyldimethyl-(2-chloromethylbenzo-furan-7-yloxy)silane), [H-].[H-].[H-].[H-].[Li+].[Al+3] (LiAlH4), CrCl3. Solvent: CN(C=O)C (dimethylformamide), CN(C=O)C (dimethylformamide), C(C)(C)O (isopropanol), O1CCCC1 (tetrahydrofuran). Reaction conditions: time 15 minute. Product: C(C)(C)(C)[Si](OC1=CC=CC=2CC(OC21)=C)(C)C (tert-Butyldimethyl-(2-methylene-2,3-dihydro-benzofuran-7-yloxy)silane). Reaction SMILES: [H-].[H-].[H-].[H-].[Li+].[Al+3].[C:7]([Si:11]([CH3:25])([CH3:24])[O:12][C:13]1[C:21]2[O:20][C:19]([CH2:22]Cl)=[CH:18][C:17]=2[CH:16]=[CH:15][CH:14]=1)([CH3:10])([CH3:9])[CH3:8].O>O1CCCC1.CN(C)C=O.C(O)(C)C>[C:7]([Si:11]([CH3:25])([CH3:24])[O:12][C:13]1[C:21]2[O:20][C:19](=[CH2:22])[CH2:18][C:17]=2[CH:16]=[CH:15][CH:14]=1)([CH3:10])([CH3:9])[CH3:8] |f:0.1.2.3.4.5|. Procedure: LiAlH4 (1.0M in tetrahydrofuran, 4.5 ml, 4.5 mmol) is added dropwise to a suspension of CrCl3 (1.4 g, 8.85 mmol) in tetrahydrofuran (10 ml), kept at 0° C. and the mixture is stirred for 15 minutes. The solution is then diluted with dimethylformamide (18 ml) and isopropanol (1.35 ml). tert-Butyldimethyl-(2-chloro-methylbenzofuran-7-yloxy)silane (15) (1.05 g, 3.54 mmol) in dimethylformamide (15 ml) is added to the solution obtained, kept at 0° C. The mixture is stirred at room temperature for 18 h... Reactants: CC=1SC=C(N1)C (2,4-dimethylthiazole), COCC(=O)OCC (ethyl methoxyacetate), C(CCC)[Li] (n-butyllithium). The solvent is C1CCOC1 (THF), C1CCOC1 (THF). Conditions: temperature -78 celsius, time 2 hour. The product is COCC(=O)CC=1SC=C(N1)C (1-Methoxy-3-(4-methyl-1,3-thiazol-2-yl)acetone). RXN SMILES: [CH3:1][C:2]1[S:3][CH:4]=[C:5]([CH3:7])[N:6]=1.C([Li])CCC.[CH3:13][O:14][CH2:15][C:16](OCC)=[O:17]>C1COCC1>[CH3:13][O:14][CH2:15][C:16]([CH2:1][C:2]1[S:3][CH:4]=[C:5]([CH3:7])[N:6]=1)=[O:17]. Reported procedure: 3.00 g (26.5 mmol) of 2,4-dimethylthiazole are dissolved in 30 ml of abs. THF and, at −78° C., 11.7 ml (29.2 mmol) of n-butyllithium (2.5 M solution in hexane) are added dropwise. After stirring at −78° C. for 2 hours, 5.32 g (45.1 mmol) of ethyl methoxyacetate are added as solution in 15 ml of abs. THF. The mixture is stirred at −78° C. for 1 h and then warmed to room temperature. It is then hydrolyzed with sodium bicarbonate solution, and the mixture is extracted three times with diethyl ether... The reactants are O=C1C2=C(CCCC2)C(=O)N1c1cc(OC2CCCC2)c(Cl)cc1F, N, C1CCOC1. Yields the product NC(=O)C1=C(C(=O)Nc2cc(OC3CCCC3)c(Cl)cc2F)CCCC1. As a reaction SMILES: [F:1][c:2]1[c:3]([N:15]2[C:16](=[O:25])[C:17]3=[C:18]([C:19]2=[O:20])[CH2:21][CH2:22][CH2:23][CH2:24]3)[cH:4][c:5]([O:9][CH:10]2[CH2:11][CH2:12][CH2:13][CH2:14]2)[c:6]([Cl:8])[cH:7]1.[NH3:26].[O:27]1[CH2:28][CH2:29][CH2:30][CH2:31]1>>[F:1][c:2]1[c:3]([NH:15][C:16]([C:17]2=[C:18]([C:19](=[O:20])[NH2:26])[CH2:21][CH2:22][CH2:23][CH2:24]2)=[O:25])[cH:4][c:5]([O:9][CH:10]2[CH2:11][CH2:12][CH2:13][CH2:14]2)[c:6]([Cl:8])[cH:7]1.